describe an organic reaction: reactants, conditions, products, and yield From a dataset of the Open Reaction Database (ORD), a public repository of structured organic reaction records. Starting materials: CCOC(=O)CBr, CC(C)(C)OC(=O)N1CCc2[nH]c3cc(Cl)c(Cl)cc3c2CC1, [H-], [Na+], CN(C)C=O. The product is CCOC(=O)Cn1c2c(c3cc(Cl)c(Cl)cc31)CCN(C(=O)OC(C)(C)C)CC2. Reaction SMILES: [Br:26][CH2:27][C:28](=[O:29])[O:30][CH2:31][CH3:32].[Cl:3][c:4]1[c:5]([Cl:25])[cH:6][c:7]2[c:8]3[c:9]([nH:10][c:11]2[cH:12]1)[CH2:13][CH2:14][N:15]([C:18](=[O:19])[O:20][C:21]([CH3:22])([CH3:23])[CH3:24])[CH2:16][CH2:17]3.[H-:1].[Na+:2].[O:33]=[CH:34][N:35]([CH3:36])[CH3:37]>>[Cl:3][c:4]1[c:5]([Cl:25])[cH:6][c:7]2[c:8]3[c:9]([n:10]([CH2:27][C:28](=[O:29])[O:30][CH2:31][CH3:32])[c:11]2[cH:12]1)[CH2:13][CH2:14][N:15]([C:18](=[O:19])[O:20][C:21]([CH3:22])([CH3:23])[CH3:24])[CH2:16][CH2:17]3. The reactants are O=C=O, CC(=O)[O-], CC(=O)[O-], CC(=O)O, [Co+2], Cc1ccc([N+](=O)[O-])cc1, O, O, O, O, O=C1CCC(=O)N1O. Yields the product O=C(O)c1ccc([N+](=O)[O-])cc1. Reaction SMILES: [C:19](=[O:20])=[O:21].[C:30]([O-:31])(=[O:32])[CH3:33].[C:35]([O-:36])(=[O:37])[CH3:38].[CH3:22][C:23](=[O:24])[OH:25].[Co+2:34].[N+:9](=[O:10])([O-:11])[c:12]1[cH:13][cH:14][c:15]([CH3:18])[cH:16][cH:17]1.[OH2:26].[OH2:27].[OH2:28].[OH2:29].[OH:1][N:2]1[C:3](=[O:4])[CH2:5][CH2:6][C:7]1=[O:8]>>[N+:9](=[O:10])([O-:11])[c:12]1[cH:13][cH:14][c:15]([C:19](=[O:20])[OH:21])[cH:16][cH:17]1. Starting materials: O=C([O-])[O-], CS(=O)(=O)c1ccc(-c2ccc(OCC3CCN(c4nnn[nH]4)CC3)cn2)cc1, CC(C)=O, CC(C)I, [K+], [K+], CN(C)C=O. The product is CC(C)n1nnc(N2CCC(COc3ccc(-c4ccc(S(C)(=O)=O)cc4)nc3)CC2)n1. As a reaction SMILES: [C:30](=[O:31])([O-:32])[O-:33].[CH3:1][S:2](=[O:3])(=[O:4])[c:5]1[cH:6][cH:7][c:8](-[c:11]2[n:12][cH:13][c:14]([O:17][CH2:18][CH:19]3[CH2:20][CH2:21][N:22]([c:25]4[n:26][n:27][n:28][nH:29]4)[CH2:23][CH2:24]3)[cH:15][cH:16]2)[cH:9][cH:10]1.[CH3:45][C:46](=[O:47])[CH3:48].[I:36][CH:37]([CH3:38])[CH3:39].[K+:34].[K+:35].[O:40]=[CH:41][N:42]([CH3:43])[CH3:44]>>[CH3:1][S:2](=[O:3])(=[O:4])[c:5]1[cH:6][cH:7][c:8](-[c:11]2[n:12][cH:13][c:14]([O:17][CH2:18][CH:19]3[CH2:20][CH2:21][N:22]([c:25]4[n:26][n:27]([CH:37]([CH3:38])[CH3:39])[n:28][n:29]4)[CH2:23][CH2:24]3)[cH:15][cH:16]2)[cH:9][cH:10]1.